Dataset: the Open Reaction Database (ORD), a public repository of structured organic reaction records. Task: describe an organic reaction: reactants, conditions, products, and yield The reactants are O=[O+][O-] (Ozone), C1(=CC=CC=C1)P(C1=CC=CC=C1)C1=CC=CC=C1 (triphenylphosphine), C(CC(C)CCC=C(C)C)(=O)OC (methyl citronellate). Run in CO (MeOH), CO (MeOH). Reaction conditions: time 45 minute. Product: C(=O)CC[C@H](CC(=O)OC)C ((R)-Methyl 5-formyl-3-methylpentanoate). RXN SMILES: [O:1]=[O+][O-].[C:4]([O:15][CH3:16])(=[O:14])[CH2:5][CH:6]([CH2:8][CH2:9][CH:10]=C(C)C)[CH3:7].C1(P(C2C=CC=CC=2)C2C=CC=CC=2)C=CC=CC=1>CO>[CH:10]([CH2:9][CH2:8][C@@H:6]([CH3:7])[CH2:5][C:4]([O:15][CH3:16])=[O:14])=[O:1]. Procedure details: Ozone generated by a Welsbach Ozonator was passed, at -78° C., into a solution of R(+) methyl citronellate (JACS 1968, 90, 3525; 3.0 g) in MeOH (30 mL) for 1.5 h. There was added more MeOH (60 mL) and triphenylphosphine (5.13 g, 1.2 eq.) and the mixture was stirred at room temperature for 45 min. The methanol was evaporated off, the residue was diluted with Et2O (100 mL) and the insoluble phosphine oxide filtered. The filtrate material was chromatographed on silica gel, eluting with a 1:3 mixtur... Reactants: [Al], [Na+], O=C(OCc1ccccc1)c1ccccc1, [OH-]. Yields the product [Na+], O=C([O-])c1ccccc1. RXN SMILES: [Al:17].[Na+:19].[O:1]=[C:2]([O:3][CH2:4][c:5]1[cH:6][cH:7][cH:8][cH:9][cH:10]1)[c:11]1[cH:12][cH:13][cH:14][cH:15][cH:16]1.[OH-:18]>>[Na+:19].[O:1]=[C:2]([O-:3])[c:11]1[cH:12][cH:13][cH:14][cH:15][cH:16]1. The reactants are C1=CC=CC=C1 (benzene), CI (methyl iodide), ClC=1C=C2C=CC(=CC2=CC1)S(=O)(=O)N1CCN(CC1)C(C1=CC=C(C=C1)C1=CC=NC=C1)=O (1-[(6-chloronaphthalen-2-yl)sulfonyl]-4-[4-(pyridin-4-yl)benzoyl]piperazine), CI (methyl iodide). Solvent: CO (methanol). Yields the product [I-].ClC=1C=C2C=CC(=CC2=CC1)S(=O)(=O)N1CCN(CC1)C(=O)C1=CC=C(C=C1)C1=CC=[N+](C=C1)C (4-[4-[[4-[(6-Chloronaphthalen-2-yl)sulfonyl]piperazin-1-yl]carbonyl]phenyl]-1-methylpyridinium iodide). Yield: 58.0%. Reaction SMILES: [CH:1]1C=CC=CC=1.[Cl:7][C:8]1[CH:9]=[C:10]2[C:15](=[CH:16][CH:17]=1)[CH:14]=[C:13]([S:18]([N:21]1[CH2:26][CH2:25][N:24]([C:27](=[O:40])[C:28]3[CH:33]=[CH:32][C:31]([C:34]4[CH:39]=[CH:38][N:37]=[CH:36][CH:35]=4)=[CH:30][CH:29]=3)[CH2:23][CH2:22]1)(=[O:20])=[O:19])[CH:12]=[CH:11]2.C[I:42]>CO>[I-:42].[Cl:7][C:8]1[CH:9]=[C:10]2[C:15](=[CH:16][CH:17]=1)[CH:14]=[C:13]([S:18]([N:21]1[CH2:26][CH2:25][N:24]([C:27]([C:28]3[CH:29]=[CH:30][C:31]([C:34]4[CH:39]=[CH:38][N+:37]([CH3:1])=[CH:36][CH:35]=4)=[CH:32][CH:33]=3)=[O:40])[CH2:23][CH2:22]1)(=[O:20])=[O:19])[CH:12]=[CH:11]2 |f:4.5|. Reported procedure: In a mixed solvent of benzene (10 ml) and methanol (10 ml), 1-[(6-chloronaphthalen-2-yl)sulfonyl]-4-[4-(pyridin-4-yl)benzoyl]piperazine (300 mg) obtained in Example A-1 was dissolved at room temperature, followed by the addition of methyl iodide (1 ml). To the resulting mixture, the same amount of methyl iodide was added three times at intervals of 24 hours, followed by heating under reflux for 4 days. The reaction mixture was distilled under reduced pressure and the residue was washed with meth... The reactants are C(C)(C)(C)OC(=O)N1CCC2=C(C=CC(=C12)C)N (1-t-Butoxycarbonyl-4-amino-2,3-dihydro-7-methylindole), C1=CC=NC(=C1)OC(=S)OC2=CC=CC=N2 (di-2-pyridyl thionocarbonate). The reagents and catalysts are CN(C1=CC=NC=C1)C (4-dimethylaminopyridine). The solvent is C(Cl)Cl (methylene chloride), C(Cl)(Cl)Cl (chloroform). Reaction conditions: time 1 hour. Product: C(C)(C)(C)OC(=O)N1CCC2=C(C=CC(=C12)C)N=C=S (N-t-butoxycarbonyl-2,3-dihydro-4-isothiocyanato-7-methylindole). Isolated yield 93.6%. RXN SMILES: [C:1]([O:5][C:6]([N:8]1[C:16]2[C:11](=[C:12]([NH2:18])[CH:13]=[CH:14][C:15]=2[CH3:17])[CH2:10][CH2:9]1)=[O:7])([CH3:4])([CH3:3])[CH3:2].C1C=C(O[C:26](OC2N=CC=CC=2)=[S:27])N=CC=1>C(Cl)Cl.CN(C)C1C=CN=CC=1.C(Cl)(Cl)Cl>[C:1]([O:5][C:6]([N:8]1[C:16]2[C:11](=[C:12]([N:18]=[C:26]=[S:27])[CH:13]=[CH:14][C:15]=2[CH3:17])[CH2:10][CH2:9]1)=[O:7])([CH3:4])([CH3:3])[CH3:2]. Procedure: 1-t-Butoxycarbonyl-4-amino-2,3-dihydro-7-methylindole (1.625 g, 6.55 mmol) is dissolved in methylene chloride (15 mL). To this solution is added 4-dimethylaminopyridine (0.160 g, 1.31 mmol) and di-2-pyridyl thionocarbonate (1.52 g, 6.55 mmol). The volume of solvent is brought to 30 mL, and the solution is allowed to stir for one hour. The solution is diluted to 150 mL with chloroform and washed first with four 75-mL portions of aqueous citric acid solution followed by three 100-mL portions of aq... The reactants are B(Br)(Br)Br (Boron tribromide), COC1=CC=C2CC(COC2=C1)NCCC ((7-Methoxy-chroman-3-yl)-propyl-amine), CO (methanol). The solvent is ClCCl (dichloromethane), ClCCl (dichloromethane). Conditions: temperature -78 celsius. Product: Br.C(CC)NC1COC2=CC(=CC=C2C1)O (3-Propylamino-chroman-7-ol, hydrobromide). The yield is 99.8%. As a reaction SMILES: C[O:2][C:3]1[CH:12]=[C:11]2[C:6]([CH2:7][CH:8]([NH:13][CH2:14][CH2:15][CH3:16])[CH2:9][O:10]2)=[CH:5][CH:4]=1.B(Br)(Br)[Br:18].CO>ClCCl>[BrH:18].[CH2:14]([NH:13][CH:8]1[CH2:7][C:6]2[C:11](=[CH:12][C:3]([OH:2])=[CH:4][CH:5]=2)[O:10][CH2:9]1)[CH2:15][CH3:16] |f:4.5|. Procedure: (7-Methoxy-chroman-3-yl)-propyl-amine (1.3 g, 5.87 mmol) was dissolved in dichloromethane (100 ml) and cooled to −78° C. Boron tribromide (11.7 ml, 122.52 mmol) was added and the reaction mixture was allowed to reach room temperature over night. The reaction mixture was cooled to −78° C. and a mixture of methanol and dichloromethane (2:3) was slowly added. The reaction mixture was allowed to reach room temperature and was then evaporated to dryness to yield the crude product (1.69 g, 5.86 mmol) Reactants: CC1(c2ccc3cc(OC4CCC5CCCCC5C4)ccc3c2)COC(=O)N1, CCO, [Li+], [OH-], O. Product: CC(N)(CO)c1ccc2cc(OC3CCC4CCCCC4C3)ccc2c1. As a reaction SMILES: [CH2:1]1[CH:2]([O:11][c:12]2[cH:13][c:14]3[cH:15][cH:16][c:17]([C:22]4([CH3:28])[NH:23][C:24](=[O:27])[O:25][CH2:26]4)[cH:18][c:19]3[cH:20][cH:21]2)[CH2:3][CH2:4][CH:5]2[CH2:6][CH2:7][CH2:8][CH2:9][CH:10]12.[CH3:29][CH2:30][OH:31].[Li+:32].[OH-:33].[OH2:34]>>[CH2:1]1[CH:2]([O:11][c:12]2[cH:13][c:14]3[cH:15][cH:16][c:17]([C:22]([NH2:23])([CH2:26][OH:25])[CH3:28])[cH:18][c:19]3[cH:20][cH:21]2)[CH2:3][CH2:4][CH:5]2[CH2:6][CH2:7][CH2:8][CH2:9][CH:10]12. As a reaction SMILES: [BrH:21].[C:29]([c:30]1[cH:31][cH:32][cH:33][cH:34][cH:35]1)(=[O:36])[Cl:37].[CH2:1]([CH3:2])[O:3][C:4]([c:5]1[cH:6][cH:7][c:8](-[c:11]2[s:12][cH:13][c:14]([C:16]([CH3:17])([CH3:18])[NH2:19])[n:15]2)[cH:9][cH:10]1)=[O:20].[CH3:22][N:23]1[CH2:24][CH2:25][O:26][CH2:27][CH2:28]1.[Cl:38][CH2:39][Cl:40]>>[CH2:1]([CH3:2])[O:3][C:4]([c:5]1[cH:6][cH:7][c:8](-[c:11]2[s:12][cH:13][c:14]([C:16]([CH3:17])([CH3:18])[NH:19][C:29]([c:30]3[cH:31][cH:32][cH:33][cH:34][cH:35]3)=[O:36])[n:15]2)[cH:9][cH:10]1)=[O:20]. The reactants are Br, O=C(Cl)c1ccccc1, CCOC(=O)c1ccc(-c2nc(C(C)(C)N)cs2)cc1, CN1CCOCC1, ClCCl. The product is CCOC(=O)c1ccc(-c2nc(C(C)(C)NC(=O)c3ccccc3)cs2)cc1.